This data is from the Open Reaction Database (ORD), a public repository of structured organic reaction records. The task is: describe an organic reaction: reactants, conditions, products, and yield The reactants are C(C)(=O)NC=1C=CC(=C(C(=O)CCC(=O)OC)C1)OCC1CO1 (methyl 3-[5-acetamido-2-(2,3-epoxypropoxy)benzoyl]propionate), C(C)(C)(C)N (t-butylamine). Solvent: CO (methanol). Product: C(C)(=O)NC=1C=CC(=C(C(=O)CCC(=O)OC)C1)OCC(CNC(C)(C)C)O (methyl 3-[5-acetamido-2-(3-t-butylamino-2-hydroxypropoxy)benzoyl]propionate). Isolated yield 33.0%. Reaction SMILES: [C:1]([NH:4][C:5]1[CH:6]=[CH:7][C:8]([O:19][CH2:20][CH:21]2[O:23][CH2:22]2)=[C:9]([CH:18]=1)[C:10]([CH2:12][CH2:13][C:14]([O:16][CH3:17])=[O:15])=[O:11])(=[O:3])[CH3:2].[C:24]([NH2:28])([CH3:27])([CH3:26])[CH3:25]>CO>[C:1]([NH:4][C:5]1[CH:6]=[CH:7][C:8]([O:19][CH2:20][CH:21]([OH:23])[CH2:22][NH:28][C:24]([CH3:27])([CH3:26])[CH3:25])=[C:9]([CH:18]=1)[C:10]([CH2:12][CH2:13][C:14]([O:16][CH3:17])=[O:15])=[O:11])(=[O:3])[CH3:2]. Reported procedure: A solution of methyl 3-[5-acetamido-2-(2,3-epoxypropoxy)benzoyl]propionate (0.52 g, 0.0016 mole), t-butylamine (20 ml) and methanol (10 ml) was heated under reflux for 16 hours. Evaporation of the reaction mixture left an oil which was dissolved in ethanol and treated with ether to give crystalline methyl 3-[5-acetamido-2-(3-t-butylamino-2-hydroxypropoxy)benzoyl]propionate (0.21 g, 33%; m.p. 127°-128°). Reactants: [NH4+].[OH-].CO (NH4OH MeOH), C(=O)(C(F)(F)F)O (TFA), [Si](C)(C)(C(C)(C)C)O[C@@H]1CO[C@H]2[C@@H]1OC[C@H]2OC=2N(C=1C(=NC(=C(C1)Cl)C1=CC=C(C=C1)N1N=C3C(=C1)CN(C3)C(=O)OC(C)(C)C)N2)CC=C (tert-butyl 2-[4-[2-[[(3R,3aR,6R,6aS)-6-[tert-butyl(dimethyl)silyl]oxy-2,3,3a,5,6,6a-hexahydrofuro[3,2-b]furan-3-yl]oxy]-1-allyl-6-chloro-imidazo[4,5-b]pyridin-5-yl]phenyl]-4,6-dihydropyrrolo[3,4-c]pyrazole-5-carboxylate), [NH4+].[OH-].CO (NH4OH MeOH), C(C)O (ethanol). Run in C(Cl)Cl (DCM), C(Cl)Cl (DCM), C(Cl)Cl (DCM), C1=CC=CC=C1 (benzene). Run at time 3 day. The product is C(C=C)N1C(=NC2=NC(=C(C=C21)Cl)C2=CC=C(C=C2)N2N=C1C(=C2)CNC1)O[C@@H]1CO[C@H]2[C@@H]1OC[C@H]2O ((3R,3aR,6R,6aR)-6-[1-allyl-6-chloro-5-[4-(5,6-dihydro-4H-pyrrolo[3,4-c]pyrazol-2-yl)phenyl]imidazo[4,5-b]pyridin-2-yl]oxy-2,3,3a,5,6,6a-hexahydrofuro[3,2-b]furan-3-ol). Reaction SMILES: C(O)(C(F)(F)F)=O.[Si]([O:15][C@H:16]1[C@H:20]2[O:21][CH2:22][C@@H:23]([O:24][C:25]3[N:26]([CH2:56][CH:57]=[CH2:58])[C:27]4[C:28]([N:55]=3)=[N:29][C:30]([C:34]3[CH:39]=[CH:38][C:37]([N:40]5[CH:44]=[C:43]6[CH2:45][N:46](C(OC(C)(C)C)=O)[CH2:47][C:42]6=[N:41]5)=[CH:36][CH:35]=3)=[C:31]([Cl:33])[CH:32]=4)[C@H:19]2[O:18][CH2:17]1)(C(C)(C)C)(C)C.[NH4+].[OH-].CO.C(O)C>C(Cl)Cl.C1C=CC=CC=1>[CH2:56]([N:26]1[C:27]2[C:28](=[N:29][C:30]([C:34]3[CH:35]=[CH:36][C:37]([N:40]4[CH:44]=[C:43]5[CH2:45][NH:46][CH2:47][C:42]5=[N:41]4)=[CH:38][CH:39]=3)=[C:31]([Cl:33])[CH:32]=2)[N:55]=[C:25]1[O:24][C@H:23]1[C@H:19]2[O:18][CH2:17][C@@H:16]([OH:15])[C@H:20]2[O:21][CH2:22]1)[CH:57]=[CH2:58] |f:2.3.4|. Procedure: TFA (3.2 ml, 41.5 mmol) was added to a stirred solution of tert-butyl 2-[4-[2-[[(3R,3aR,6R,6aS)-6-[tert-butyl(dimethyl)silyl]oxy-2,3,3a,5,6,6a-hexahydrofuro[3,2-b]furan-3-yl]oxy]-1-allyl-6-chloro-imidazo[4,5-b]pyridin-5-yl]phenyl]-4,6-dihydropyrrolo[3,4-c]pyrazole-5-carboxylate (477.4 mg, 0.649 mmol) in DCM (3.2 ml). The reaction mixture was a pale yellow solution that was stirred at room temperature for 3 days. The reaction mixture was evaporated under reduced pressure to give a light yellow oi... Starting materials: ClCCl, O=C(Cl)Oc1ccc([N+](=O)[O-])cc1, CN1CCC(O)CC1. Product: CN1CCC(OC(=O)Oc2ccc([N+](=O)[O-])cc2)CC1. As a reaction SMILES: [Cl:22][CH2:23][Cl:24].[Cl:9][C:10](=[O:11])[O:12][c:13]1[cH:14][cH:15][c:16]([N+:19](=[O:20])[O-:21])[cH:17][cH:18]1.[OH:1][CH:2]1[CH2:3][CH2:4][N:5]([CH3:8])[CH2:6][CH2:7]1>>[O:1]([CH:2]1[CH2:3][CH2:4][N:5]([CH3:8])[CH2:6][CH2:7]1)[C:10](=[O:11])[O:12][c:13]1[cH:14][cH:15][c:16]([N+:19](=[O:20])[O-:21])[cH:17][cH:18]1. Reactants: C(C=C)OC1=CC=CC=2NC(N(C21)C)=O (4-Allyloxy-3-methyl-benzimidazol-2-one). Run in C1(=CC=CC=C1)C (toluene). Product: C(C=C)OC1=C(C(=CC=C1)N)NC (1-allyloxy-2-methylamino-3-aminobenzene), N,N'-carbonyldiimidazole. RXN SMILES: [CH2:1]([O:4][C:5]1[C:13]2[N:12](C)[C:11](=O)[NH:10][C:9]=2[CH:8]=[CH:7][CH:6]=1)[CH:2]=[CH2:3]>C1(C)C=CC=CC=1>[CH2:1]([O:4][C:5]1[CH:6]=[CH:7][CH:8]=[C:9]([NH2:10])[C:13]=1[NH:12][CH3:11])[CH:2]=[CH2:3]. Procedure: 4-Allyloxy-3-methyl-benzimidazol-2-one, which has a melting point of 167°-168°, is obtained analogously to Example 10c) from 5.4 g of 1-allyloxy-2-methylamino-3-aminobenzene and 6.1 g N,N'-carbonyldiimidazole in 100 ml of toluene, after working up and subsequently recrystallising from toluene.